From a dataset of the Open Reaction Database (ORD), a public repository of structured organic reaction records. describe an organic reaction: reactants, conditions, products, and yield Reactants: C1(=CC=CC=C1)C=1C=C(C2=C(C(CCO2)(O[Si](C)(C)C)C#N)C1)Cl (6-phenyl-8-chloro-4-cyano-4-trimethylsilyloxy-3,4-dihydro-2H-1-benzopyran), C(C)(=O)O (acetic acid), stannous chloride dihydrate, Cl (hydrochloric acid). The product is C1(=CC=CC=C1)C=1C=C(C2=C(C(CCO2)C(=O)O)C1)Cl (6-phenyl-8-chloro-3,4-dihydro-2H-1-benzopyran-4-carboxylic acid). RXN SMILES: [C:1]1([C:7]2[CH:8]=[C:9]([Cl:24])[C:10]3[O:15][CH2:14][CH2:13]C(C#N)(O[Si](C)(C)C)[C:11]=3[CH:23]=2)[CH:6]=[CH:5][CH:4]=[CH:3][CH:2]=1.Cl.[C:26]([OH:29])(=[O:28])[CH3:27]>>[C:1]1([C:7]2[CH:8]=[C:9]([Cl:24])[C:10]3[O:15][CH2:14][CH2:13][CH:27]([C:26]([OH:29])=[O:28])[C:11]=3[CH:23]=2)[CH:2]=[CH:3][CH:4]=[CH:5][CH:6]=1. Reported procedure: To a 500 ml. single neck reaction flask equipped with a magnetic stirrer, reflux condenser, and nitrogen inlet was added 6-phenyl-8-chloro-4-cyano-4-trimethylsilyloxy-3,4-dihydro-2H-1-benzopyran (3.0 g.). In one portion was added stannous chloride dihydrate (15 g.) followed by glacial acetic acid (20 ml.) and concentrated hydrochloric acid (20 ml.). The reaction flask was immediately flushed with nitrogen and plunged into a preheated (140° C.) oil bath. With vigorous stirring the reaction mixtur... Reactants: C(C1=CC=CC=C1)(C1=CC=CC=C1)(C1=CC=CC=C1)NC=1SC=C(N1)/C(/C(=O)OC(C1=CC=CC=C1)C1=CC=CC=C1)=N/O (Benzhydryl 2-(2-tritylaminothiazol-4-yl)-(Z)-2(hydroxyimino)acetate), BrC1(CCCCC1)C(=O)OCC1=CC=C(C=C1)[N+](=O)[O-] (4-nitrobenzyl 1-bromocyclohexanecarboxylate). Yields the product C(C1=CC=CC=C1)(C1=CC=CC=C1)(C1=CC=CC=C1)NC=1SC=C(N1)/C(/C(=O)OC(C1=CC=CC=C1)C1=CC=CC=C1)=N/OC1(CCCCC1)C(=O)OCC1=CC=C(C=C1)[N+](=O)[O-] (Benzhydryl 2-(2-tritylaminothiazol-4-yl)-(Z)-2-(1-(4-nitrobenzyl)oxycarbonylcyclohexyloxyimino)acetate). Isolated yield 61.0%. Reaction SMILES: [C:1]([NH:20][C:21]1[S:22][CH:23]=[C:24](/[C:26](=[N:43]/[OH:44])/[C:27]([O:29][CH:30]([C:37]2[CH:42]=[CH:41][CH:40]=[CH:39][CH:38]=2)[C:31]2[CH:36]=[CH:35][CH:34]=[CH:33][CH:32]=2)=[O:28])[N:25]=1)([C:14]1[CH:19]=[CH:18][CH:17]=[CH:16][CH:15]=1)([C:8]1[CH:13]=[CH:12][CH:11]=[CH:10][CH:9]=1)[C:2]1[CH:7]=[CH:6][CH:5]=[CH:4][CH:3]=1.Br[C:46]1([C:52]([O:54][CH2:55][C:56]2[CH:61]=[CH:60][C:59]([N+:62]([O-:64])=[O:63])=[CH:58][CH:57]=2)=[O:53])[CH2:51][CH2:50][CH2:49][CH2:48][CH2:47]1>>[C:1]([NH:20][C:21]1[S:22][CH:23]=[C:24](/[C:26](=[N:43]/[O:44][C:46]2([C:52]([O:54][CH2:55][C:56]3[CH:61]=[CH:60][C:59]([N+:62]([O-:64])=[O:63])=[CH:58][CH:57]=3)=[O:53])[CH2:51][CH2:50][CH2:49][CH2:48][CH2:47]2)/[C:27]([O:29][CH:30]([C:31]2[CH:36]=[CH:35][CH:34]=[CH:33][CH:32]=2)[C:37]2[CH:38]=[CH:39][CH:40]=[CH:41][CH:42]=2)=[O:28])[N:25]=1)([C:14]1[CH:19]=[CH:18][CH:17]=[CH:16][CH:15]=1)([C:8]1[CH:9]=[CH:10][CH:11]=[CH:12][CH:13]=1)[C:2]1[CH:7]=[CH:6][CH:5]=[CH:4][CH:3]=1. Procedure: Benzhydryl 2-(2-tritylaminothiazol-4-yl)-(Z)-2(hydroxyimino)acetate (3.44 g) was treated with 4-nitrobenzyl 1-bromocyclohexanecarboxylate as described in Example 5a to give the title compound (3.0 g, 61%) as a foam. δH (CDCl3) 1.26-2.30 (10H, m), 5.22 (2H, s), 6.39 (1H, s), 6.77 (1H, br s), 7.14 (1H, s), 7.28 (25H, s), 7.46 (2H, d), and 8.01 (2H, d). Reactants: C(C)(=O)OC[C@]1([C@H]([C@H](C(OC(C)=O)O1)OC(C)=O)OCC1=CC=CC=C1)COCC1=CC=CC=C1 (4-C-(Acetoxymethyl)-1,2-di-O-acetyl-3,5-di-O-benzyl-D-ribofuranose), N1C(=O)NC(=O)C=C1 (uracil), C/C(=N\[Si](C)(C)C)/O[Si](C)(C)C (N,O-bis(trimethylsilyl)acetamide), O(S(=O)(=O)C(F)(F)F)[Si](C)(C)C (Trimethylsilyl triflate). Reaction SMILES: [C:1]([O:4][CH2:5][C@:6]1([CH2:27][O:28][CH2:29][C:30]2[CH:35]=[CH:34][CH:33]=[CH:32][CH:31]=2)[O:14][CH:9](OC(=O)C)[C@H:8]([O:15][C:16](=[O:18])[CH3:17])[C@@H:7]1[O:19][CH2:20][C:21]1[CH:26]=[CH:25][CH:24]=[CH:23][CH:22]=1)(=[O:3])[CH3:2].[NH:36]1[CH:43]=[CH:42][C:40](=[O:41])[NH:39][C:37]1=[O:38].C/C(/O[Si](C)(C)C)=N\[Si](C)(C)C.O([Si](C)(C)C)S(C(F)(F)F)(=O)=O>C(#N)C>[C:16]([O:15][C@@H:8]1[C@H:7]([O:19][CH2:20][C:21]2[CH:26]=[CH:25][CH:24]=[CH:23][CH:22]=2)[C@@:6]([CH2:5][O:4][C:1](=[O:3])[CH3:2])([CH2:27][O:28][CH2:29][C:30]2[CH:31]=[CH:32][CH:33]=[CH:34][CH:35]=2)[O:14][C@H:9]1[N:36]1[CH:43]=[CH:42][C:40](=[O:41])[NH:39][C:37]1=[O:38])(=[O:18])[CH3:17]. Procedure details: To a stirred solution of the anomeric mixture 33 (3.0 g, 6.17 mmol) and uracil (1.04 g, 9.26 mmol) in anhydrous acetonitrile (65 cm3) was added N,O-bis(trimethylsilyl)acetamide (9.16 cm3, 37.0 mmol). The reaction mixture was stirred for 1 h at room temperature and cooled to 0° C. Trimethylsilyl triflate (1.8 cm3, 10.0 mmol) was added dropwise and the solution was stirred at 60° C. for 2 h. The reaction was quenched by addition of a saturated aqueous solution of sodium hydrogencarbonate (10 cm3) ... The solvent is C(C)#N (acetonitrile). The yield is 75.0%. Reaction conditions: time 1 hour. Product: C(C)(=O)O[C@H]1[C@@H](O[C@@]([C@H]1OCC1=CC=CC=C1)(COCC1=CC=CC=C1)COC(C)=O)N1C(=O)NC(=O)C=C1 (1-(2-O-Acetyl-4-C-acetoxymethyl-3,5-di-O-benzyl-β-D-ribofuranosyl)uracil), material. Starting materials: ClCCl, CC1=C(c2ccccc2N)C(=O)CC1, Cc1ccc(S(=O)(=O)Cl)cc1, c1ccncc1. Yields the product CC1=C(c2ccccc2NS(=O)(=O)c2ccc(C)cc2)C(=O)CC1. As a reaction SMILES: [CH2:32]([Cl:33])[Cl:34].[NH2:1][c:2]1[c:3]([C:8]2=[C:12]([CH3:13])[CH2:11][CH2:10][C:9]2=[O:14])[cH:4][cH:5][cH:6][cH:7]1.[c:21]1([CH3:31])[cH:22][cH:23][c:24]([S:27](=[O:28])(=[O:29])[Cl:30])[cH:25][cH:26]1.[cH:15]1[cH:16][cH:17][n:18][cH:19][cH:20]1>>[NH:1]([c:2]1[c:3]([C:8]2=[C:12]([CH3:13])[CH2:11][CH2:10][C:9]2=[O:14])[cH:4][cH:5][cH:6][cH:7]1)[S:27]([c:24]1[cH:23][cH:22][c:21]([CH3:31])[cH:26][cH:25]1)(=[O:28])=[O:29]. The reactants are CC(C)(C)OC(=O)NCCCCBr, CCOC(=O)CC1CCCc2cc(O)ccc2C1. Yields the product CCOC(=O)CC1CCCc2cc(OCCCCNC(=O)OC(C)(C)C)ccc2C1. RXN SMILES: [C:1]([CH3:2])([CH3:3])([CH3:4])[O:5][C:6]([NH:7][CH2:8][CH2:9][CH2:10][CH2:11][Br:12])=[O:13].[CH2:14]([CH3:15])[O:16][C:17]([CH2:18][CH:19]1[CH2:20][c:21]2[c:22]([cH:26][c:27]([OH:30])[cH:28][cH:29]2)[CH2:23][CH2:24][CH2:25]1)=[O:31]>>[C:1]([CH3:2])([CH3:3])([CH3:4])[O:5][C:6]([NH:7][CH2:8][CH2:9][CH2:10][CH2:11][O:30][c:27]1[cH:26][c:22]2[c:21]([cH:29][cH:28]1)[CH2:20][CH:19]([CH2:18][C:17]([O:16][CH2:14][CH3:15])=[O:31])[CH2:25][CH2:24][CH2:23]2)=[O:13]. Reaction SMILES: [C:1](#[N:2])[c:3]1[cH:4][cH:5][c:6]([CH2:7][Br:8])[cH:9][cH:10]1.[CH3:30][C:31]#[N:32].[NH2:11][CH2:12][CH2:13][N:14]1[CH2:15][CH:16]2[CH2:17][N:18]([C:23](=[O:24])[O:25][C:26]([CH3:27])([CH3:28])[CH3:29])[CH2:19][CH:20]([CH2:21]1)[CH2:22]2>>[C:1](#[N:2])[c:3]1[cH:4][cH:5][c:6]([CH2:7][NH:11][CH2:12][CH2:13][N:14]2[CH2:15][CH:16]3[CH2:17][N:18]([C:23](=[O:24])[O:25][C:26]([CH3:27])([CH3:28])[CH3:29])[CH2:19][CH:20]([CH2:21]2)[CH2:22]3)[cH:9][cH:10]1. The reactants are N#Cc1ccc(CBr)cc1, CC#N, CC(C)(C)OC(=O)N1CC2CC(CN(CCN)C2)C1. The product is CC(C)(C)OC(=O)N1CC2CC(CN(CCNCc3ccc(C#N)cc3)C2)C1.